This data is from the Open Reaction Database (ORD), a public repository of structured organic reaction records. The task is: describe an organic reaction: reactants, conditions, products, and yield Starting materials: S(O)(O)(=O)=O (sulphuric acid), O (water), FC1=C(C#N)C=CC(=C1)CCCCC (2-Fluoro-4-pentylbenzonitrile). Run in C(C)(=O)O (acetic acid). The product is FC1=C(C(=O)O)C=CC(=C1)CCCCC (2-Fluoro-4-pentylbenzoic acid). As a reaction SMILES: S(=O)(=O)(O)[OH:2].[OH2:6].[F:7][C:8]1[CH:15]=[C:14]([CH2:16][CH2:17][CH2:18][CH2:19][CH3:20])[CH:13]=[CH:12][C:9]=1[C:10]#N>C(O)(=O)C>[F:7][C:8]1[CH:15]=[C:14]([CH2:16][CH2:17][CH2:18][CH2:19][CH3:20])[CH:13]=[CH:12][C:9]=1[C:10]([OH:2])=[O:6]. Reported procedure: A mixture of concentrated sulphuric acid (150 ml) and water (150 ml) was added dropwise to a stirred solution of compound 21 (15.0 g, 0.078 mol) in glacial acetic acid (300 ml). The stirred mixture was heated under reflux for 48 h, cooled in a refrigerator overnight and the product was filtered off. The product was dissolved in ether, extracted into 10% sodium hydroxide, which was then acidified with 36% hydrochloric acid, washed with ether (twice), and the combined ethereal phases were washed w... Reactants: C[Si](C)(C)C#C (trimethylsilylacetylene), COC=1C=C(C=CC1)C1=NCC(N2C(C3=CC=CC(=C3CC2)C#C[Si](C)(C)C)=C1)=O (2-(3-methoxyphenyl)-9-((trimethylsilyl)ethynyl)-7,8-dihydro-[1,4]diazepino[7,1-a]isoquinolin-5(4H)-one), BrC1=C2CCN3C(C2=CC=C1)=CC(=NCC3=O)C3=CC(=CC=C3)OC (9-bromo-2-(3-methoxyphenyl)-7,8-dihydro-[1,4]diazepino[7,1-a]isoquinolin-5(4H)-one), C[Si](C)(C)C#C (trimethylsilylacetylene). Reagents/catalysts: Cl[Pd]([P](C1=CC=CC=C1)(C2=CC=CC=C2)C3=CC=CC=C3)([P](C4=CC=CC=C4)(C5=CC=CC=C5)C6=CC=CC=C6)Cl (Pd(PPh3)2Cl2), [Cu]I (CuI), Cl[Pd]([P](C1=CC=CC=C1)(C2=CC=CC=C2)C3=CC=CC=C3)([P](C4=CC=CC=C4)(C5=CC=CC=C5)C6=CC=CC=C6)Cl (Pd(PPh3)2Cl2). The solvent is CCOC(=O)C (AcOEt), N1CCCCC1 (piperidine). Conditions: temperature 80 celsius. Product: C(C)C1=C2CCN3C(C2=CC=C1)=CC(=NCC3=O)C3=CC(=CC=C3)OC (9-ethyl-2-(3-methoxyphenyl)-7,8-dihydro-[1,4]diazepino[7,1-a]isoquinolin-5(4H)-one). As a reaction SMILES: [CH3:1][O:2][C:3]1[CH:4]=[C:5]([C:9]2[CH:29]=[C:14]3[C:15]4[C:20]([CH2:21][CH2:22][N:13]3[C:12](=[O:30])[CH2:11][N:10]=2)=[C:19]([C:23]#[C:24][Si](C)(C)C)[CH:18]=[CH:17][CH:16]=4)[CH:6]=[CH:7][CH:8]=1.BrC1C=CC=C2C=1CCN1C(=O)CN=C(C3C=CC=C(OC)C=3)C=C12.C[Si](C#C)(C)C>N1CCCCC1.CCOC(C)=O.Cl[Pd](Cl)([P](C1C=CC=CC=1)(C1C=CC=CC=1)C1C=CC=CC=1)[P](C1C=CC=CC=1)(C1C=CC=CC=1)C1C=CC=CC=1.[Cu]I>[CH2:23]([C:19]1[CH:18]=[CH:17][CH:16]=[C:15]2[C:20]=1[CH2:21][CH2:22][N:13]1[C:12](=[O:30])[CH2:11][N:10]=[C:9]([C:5]3[CH:6]=[CH:7][CH:8]=[C:3]([O:2][CH3:1])[CH:4]=3)[CH:29]=[C:14]12)[CH3:24] |^1:76,95|. Procedure details: 2-(3-methoxyphenyl)-9-((trimethylsilyl)ethynyl)-7,8-dihydro-[1,4]diazepino[7,1-a]isoquinolin-5(4H)-one. 37-1. A mixture of 9-bromo-2-(3-methoxyphenyl)-7,8-dihydro-[1,4]diazepino[7,1-a]isoquinolin-5(4H)-one (Example 20) (1.0 g, 2.52 mmol), Pd(PPh3)2Cl2 (88 mg, 0.13 mmol) and CuI (48 mg, 0.25 mmol) in piperidine (15 mL) was degassed (sonication) with a flux of Ar, and trimethylsilylacetylene (1.06 mL, 7.55 mmol) was then added. The mixture was heated to 80° C. for 18 h. Additional trimethylsilylac... The reactants are C(C)(C)(C)OC(=O)N1CC(CCC1)NC1=C2C(=NC=C1C(=O)OC)N(C=C2)S(=O)(=O)C2=CC=C(C)C=C2 (methyl 4-((1-(tert-butoxycarbonyl)piperidin-3-yl)amino)-1-tosyl-1H-pyrrolo[2,3-b]pyridine-5-carboxylate), C(=O)([O-])[O-].[Cs+].[Cs+] (Cs2CO3), [OH-].[Na+] (NaOH). The solvent is C1CCOC1.CO (THF MeOH). Reaction conditions: time 16 hour. Product: C(C)(C)(C)OC(=O)N1CC(CCC1)NC1=C2C(=NC=C1C(=O)OC)NC=C2 (methyl 4-((1-(tert-butoxycarbonyl)piperidin-3-yl)amino)-1H-pyrrolo[2,3-b]pyridine-5-carboxylate). The yield is 55.7%. Reaction SMILES: [C:1]([O:5][C:6]([N:8]1[CH2:13][CH2:12][CH2:11][CH:10]([NH:14][C:15]2[C:20]([C:21]([O:23][CH3:24])=[O:22])=[CH:19][N:18]=[C:17]3[N:25](S(C4C=CC(C)=CC=4)(=O)=O)[CH:26]=[CH:27][C:16]=23)[CH2:9]1)=[O:7])([CH3:4])([CH3:3])[CH3:2].C([O-])([O-])=O.[Cs+].[Cs+].[OH-].[Na+]>C1COCC1.CO>[C:1]([O:5][C:6]([N:8]1[CH2:13][CH2:12][CH2:11][CH:10]([NH:14][C:15]2[C:20]([C:21]([O:23][CH3:24])=[O:22])=[CH:19][N:18]=[C:17]3[NH:25][CH:26]=[CH:27][C:16]=23)[CH2:9]1)=[O:7])([CH3:4])([CH3:2])[CH3:3] |f:1.2.3,4.5,6.7|. Procedure: A mixture of methyl 4-((1-(tert-butoxycarbonyl)piperidin-3-yl)amino)-1-tosyl-1H-pyrrolo[2,3-b]pyridine-5-carboxylate (667 mg, 1.26 mmol, 1.0 eq) and Cs2CO3 (824 mg, 2.52 mmol) in THF/MeOH (1:1, 5 mL) was stirred at rt for 16 h. The solvent was removed in vacuo and the residue suspended in H2O/MeOH (1:1, 5 mL) and treated with NaOH (77 mg, 1.92 mmol, 2 eq) and then heated to 80° C. for 16. The solvent was reduced in vacuo and adjusted to pH 4-5. The precipitate was filtered to give the title comp...